Task: describe an organic reaction: reactants, conditions, products, and yield. Dataset: the Open Reaction Database (ORD), a public repository of structured organic reaction records Starting materials: COC(C(C)(C)C1=CC(=C(C=C1)SCC1=CC=C(C=C1)C1=NC=C(C=C1)C(F)(F)F)OC)=O (2-{3-Methoxy-4-[4-(5-trifluoromethyl-pyridin-2-yl)-benzylsulfanyl]-phenyl)-2-methyl-propionic acid methyl ester), COC(C(C)(C)C1=CC(=C(C=C1)S)OC)=O (2-(4-Mercapto-3-methoxy-phenyl)-2-methyl propionic acid methyl ester). Yield: 34.0%. As a reaction SMILES: [CH3:1][O:2][C:3](=[O:33])[C:4]([C:7]1[CH:12]=[CH:11][C:10]([S:13][CH2:14][C:15]2[CH:20]=[CH:19][C:18]([C:21]3[CH:26]=[CH:25][C:24]([C:27]([F:30])([F:29])[F:28])=[CH:23]N=3)=[CH:17][CH:16]=2)=[C:9]([O:31][CH3:32])[CH:8]=1)([CH3:6])[CH3:5].[CH3:34]OC(=O)C(C1C=CC(S)=C(OC)C=1)(C)C>>[CH3:1][O:2][C:3](=[O:33])[C:4]([C:7]1[CH:12]=[CH:11][C:10]([S:13][CH2:14][C:15]2[CH:20]=[CH:19][C:18]([C:21]3[CH:34]=[CH:23][C:24]([C:27]([F:30])([F:29])[F:28])=[CH:25][CH:26]=3)=[CH:17][CH:16]=2)=[C:9]([O:31][CH3:32])[CH:8]=1)([CH3:6])[CH3:5]. Procedure details: Compound 47A was prepared analogously to compound 21D using the product prepared from compound 21C. Yield was 34% after flash column purification. MS m/z 475 (M+1). Product: COC(C(C)(C)C1=CC(=C(C=C1)SCC1=CC=C(C=C1)C1=CC=C(C=C1)C(F)(F)F)OC)=O (2-[3-Methoxy-4-(4′-trifluoromethyl-biphenyl-4-ylmethylsulfanyl)-phenyl]-2-methyl-propionic acid methyl ester). Reactants: CCN=C=NCCCN(C)C, CN1CCOCC1, CCOC(C)=O, O=C(O)c1cc2c(cnn2C2CCCCO2)cc1Oc1ccc([N+](=O)[O-])cc1F, NC1CCOCC1, CN(C)C=O, On1nnc2ccccc21. The product is O=C(NC1CCOCC1)c1cc2c(cnn2C2CCCCO2)cc1Oc1ccc([N+](=O)[O-])cc1F. RXN SMILES: [CH3:37][CH2:38][N:39]=[C:40]=[N:41][CH2:42][CH2:43][CH2:44][N:45]([CH3:46])[CH3:47].[CH3:58][N:59]1[CH2:60][CH2:61][O:62][CH2:63][CH2:64]1.[CH3:70][CH2:71][O:72][C:73]([CH3:74])=[O:75].[F:1][c:2]1[c:3]([O:4][c:5]2[cH:6][c:7]3[cH:8][n:9][n:10]([CH:17]4[O:18][CH2:19][CH2:20][CH2:21][CH2:22]4)[c:11]3[cH:12][c:13]2[C:14](=[O:15])[OH:16])[cH:23][cH:24][c:25]([N+:27](=[O:28])[O-:29])[cH:26]1.[O:30]1[CH2:31][CH2:32][CH:33]([NH2:36])[CH2:34][CH2:35]1.[O:65]=[CH:66][N:67]([CH3:68])[CH3:69].[OH:48][n:49]1[c:50]2[c:51]([cH:52][cH:53][cH:54][cH:55]2)[n:56][n:57]1>>[F:1][c:2]1[c:3]([O:4][c:5]2[cH:6][c:7]3[cH:8][n:9][n:10]([CH:17]4[O:18][CH2:19][CH2:20][CH2:21][CH2:22]4)[c:11]3[cH:12][c:13]2[C:14](=[O:15])[NH:36][CH:33]2[CH2:32][CH2:31][O:30][CH2:35][CH2:34]2)[cH:23][cH:24][c:25]([N+:27](=[O:28])[O-:29])[cH:26]1.